From a dataset of the Open Reaction Database (ORD), a public repository of structured organic reaction records. describe an organic reaction: reactants, conditions, products, and yield Starting materials: CC(C)(C)OC(=O)NC(CNc1nc(Br)c(-c2nc3ccncc3s2)s1)Cc1ccc(C(F)(F)F)cc1, CC[SiH](CC)CC, ClCCl, O=C(O)C(F)(F)F. Yields the product NC(CNc1nc(Br)c(-c2nc3ccncc3s2)s1)Cc1ccc(C(F)(F)F)cc1. RXN SMILES: [Br:1][c:2]1[n:3][c:4]([NH:16][CH2:17][CH:18]([CH2:19][c:20]2[cH:21][cH:22][c:23]([C:26]([F:27])([F:28])[F:29])[cH:24][cH:25]2)[NH:30][C:31](=[O:32])[O:33][C:34]([CH3:35])([CH3:36])[CH3:37])[s:5][c:6]1-[c:7]1[s:8][c:9]2[cH:10][n:11][cH:12][cH:13][c:14]2[n:15]1.[CH2:48]([SiH:49]([CH2:50][CH3:51])[CH2:52][CH3:53])[CH3:54].[Cl:38][CH2:39][Cl:40].[F:41][C:42]([F:43])([F:44])[C:45]([OH:46])=[O:47]>>[Br:1][c:2]1[n:3][c:4]([NH:16][CH2:17][CH:18]([CH2:19][c:20]2[cH:21][cH:22][c:23]([C:26]([F:27])([F:28])[F:29])[cH:24][cH:25]2)[NH2:30])[s:5][c:6]1-[c:7]1[s:8][c:9]2[cH:10][n:11][cH:12][cH:13][c:14]2[n:15]1. The reactants are [N+](=O)([O-])C=1C(=NC=CC1)N1CCC(CC1)C(=O)O (3′-nitro-3,4,5,6-tetrahydro-2H-[1,2′]bipyridinyl-4-carboxylic acid), [Sn](Cl)Cl (tin(II) chloride). The solvent is C(C)(=O)OCC (ethyl acetate). Conditions: time 3 hour. The product is NC=1C(=NC=CC1)N1CCC(CC1)C(=O)O (3′-Amino-3,4,5,6-tetrahydro-2H-[1,2′]bipyridinyl-4-carboxylic acid). As a reaction SMILES: [N+:1]([C:4]1[C:5]([N:10]2[CH2:15][CH2:14][CH:13]([C:16]([OH:18])=[O:17])[CH2:12][CH2:11]2)=[N:6][CH:7]=[CH:8][CH:9]=1)([O-])=O.[Sn](Cl)Cl>C(OCC)(=O)C>[NH2:1][C:4]1[C:5]([N:10]2[CH2:15][CH2:14][CH:13]([C:16]([OH:18])=[O:17])[CH2:12][CH2:11]2)=[N:6][CH:7]=[CH:8][CH:9]=1. Procedure details: The solution of 850 mg of 3′-nitro-3,4,5,6-tetrahydro-2H-[1,2′]bipyridinyl-4-carboxylic acid in 40 ml of ethyl acetate was admixed with 2.3 g of tin(II) chloride and stirred at room temperature for 3 hours. The mixture was then extracted with 50 ml of water, the aqueous phase was adjusted to pH=6 using sodium dihydrogenphosphate and the product was extracted with ethyl acetate. After drying the organic phase over sodium sulfate, it was concentrated under reduced pressure. The reactants are OC=1C=CC2=C(NC(=N2)C2=CC=CC=3C(C4=CC=CC=C4C23)=NO)C1 (4-(6-hydroxy-1H-benzimidazol-2-yl)-fluoren-9-one oxime). Reagents/catalysts: [Ni] (Raney Nickel). Run in C(C)O (ethanol), O1CCCC1 (tetrahydrofuran). Product: OC=1C=CC2=C(NC(=N2)C2=CC=CC=3C(C4=CC=CC=C4C23)N)C1 (4-(6-hydroxy-1H-benzimidazol-2-yl)-fluoren-9(R,S)-ylamine). The yield is 80.4%. Reaction SMILES: [OH:1][C:2]1[CH:3]=[CH:4][C:5]2[N:9]=[C:8]([C:10]3[C:22]4[C:21]5[C:16](=[CH:17][CH:18]=[CH:19][CH:20]=5)[C:15](=[N:23]O)[C:14]=4[CH:13]=[CH:12][CH:11]=3)[NH:7][C:6]=2[CH:25]=1>[Ni].C(O)C.O1CCCC1>[OH:1][C:2]1[CH:3]=[CH:4][C:5]2[N:9]=[C:8]([C:10]3[C:22]4[C:21]5[C:16](=[CH:17][CH:18]=[CH:19][CH:20]=5)[CH:15]([NH2:23])[C:14]=4[CH:13]=[CH:12][CH:11]=3)[NH:7][C:6]=2[CH:25]=1. Procedure: Carry out the procedure as in Example 6, starting from 500 mg of 4-(6-hydroxy-1H-benzimidazol-2-yl)-fluoren-9-one oxime (Z,E), obtained in Example 107, and 5 mg of Raney Nickel in 25 ml of ethanol and 25 ml of tetrahydrofuran for 5 hours at 60° C. under a hydrogen pressure of 1 bar. After purification by making a paste in diisopropyl ether, we obtain 385 mg of 4-(6-hydroxy-1H-benzimidazol-2-yl)-fluoren-9(R,S)-ylamine, in the form of a brown powder, with the following characteristics: The reactants are FC(C1=CC=C(O1)C=O)(F)F (5-trifluoromethyl-furan-2-carbaldehyde), C[Mg+].[Br-] (MeMgBr), [NH4+].[Cl-] (NH4Cl). Run in C1CCOC1 (THF). Run at time 1 hour. Product: FC(C1=CC=C(O1)C(C)O)(F)F (1-(5-Trifluoromethyl-furan-2-yl)-ethanol). The yield is 97.8%. Reaction SMILES: [F:1][C:2]([F:11])([F:10])[C:3]1[O:7][C:6]([CH:8]=[O:9])=[CH:5][CH:4]=1.[CH3:12][Mg+].[Br-].[NH4+].[Cl-]>C1COCC1>[F:11][C:2]([F:10])([F:1])[C:3]1[O:7][C:6]([CH:8]([OH:9])[CH3:12])=[CH:5][CH:4]=1 |f:1.2,3.4|. Reported procedure: To 5-trifluoromethyl-furan-2-carbaldehyde (0.76 g, 4.6 mmol) in THF (20 mL) at 0° C. was added MeMgBr (3M in Et2O, 3 mL, 6 mmol) dropwise over 1 h. After an additional 1 h, ½ saturated NH4Cl (aq.) was added and the mixture extracted with EtOAc (2×). The combined organics were washed with brine and dried to give 0.81 g (97%) of the title compound. 1H NMR (CDCl3): 6.74-6.73 (m, 1H), 6.32-6.31 (m, 1H), 4.91 (q, J=6.5 Hz, 1H), 1.57 (d, J=6.6 Hz, 3H). Starting materials: COC(=O)c1c2cccccc-2c(Br)c1-c1cc(C)cs1, O=C1CCC(=O)N1Br, CS(=O)(=O)c1ccc(-c2cc3cccccc-3c2-c2ccccc2)cc1, ClC(Cl)(Cl)Cl, CC(C)(C#N)N=NC(C)(C)C#N. The product is COC(=O)c1c2cccccc-2c(-c2ccccc2)c1-c1ccc(S(C)(=O)=O)cc1. RXN SMILES: [Br:1][c:2]1[c:3](-[c:4]2[s:5][cH:6][c:7]([CH3:8])[cH:9]2)[c:10]([C:12](=[O:13])[O:14][CH3:15])[c:11]2[cH:21][cH:20][cH:19][cH:18][cH:17][c:16]1-2.[Br:48][N:49]1[C:50](=[O:51])[CH2:52][CH2:53][C:54]1=[O:55].[CH3:22][S:23](=[O:24])(=[O:25])[c:26]1[cH:27][cH:28][c:29](-[c:32]2[c:33](-[c:42]3[cH:43][cH:44][cH:45][cH:46][cH:47]3)[c:34]3[cH:35][cH:36][cH:37][cH:38][cH:39][c:40]-3[cH:41]2)[cH:30][cH:31]1.[Cl:68][C:69]([Cl:70])([Cl:71])[Cl:72].[N:56]([C:57]([CH3:58])([CH3:59])[C:60]#[N:61])=[N:62][C:63]([CH3:64])([CH3:65])[C:66]#[N:67]>>[C:12](=[O:13])([O:14][CH3:15])[c:41]1[c:32](-[c:29]2[cH:28][cH:27][c:26]([S:23]([CH3:22])(=[O:24])=[O:25])[cH:31][cH:30]2)[c:33](-[c:42]2[cH:43][cH:44][cH:45][cH:46][cH:47]2)[c:34]2[cH:35][cH:36][cH:37][cH:38][cH:39][c:40]1-2. Procedure: 6-Methyl-3-(3-{[7-propyl-3-(trifluoromethyl)-1,2-benzisoxazol-6-yl]oxy}propyl)dihydropyrimidine-2,4(1H,3H)-dione was prepared as for Example 10 from 6-methyldihydropyrimidine-2,4(1H,3H)-dione and the bromide from Example 7. After aqueous work-up and silica gel chromatography, the title compound was obtained. Reactants: CC1CC(NC(N1)=O)=O (6-methyldihydropyrimidine-2,4(1H,3H)-dione), C(CC)C1=C(C=CC=2C(=NOC21)C(F)(F)F)OCCCBr (7-propyl-3-(trifluoromethyl)-6-(3-bromopropyloxy)-1,2-benzisoxazole). Yields the product CC1CC(N(C(N1)=O)CCCOC1=C(C2=C(C(=NO2)C(F)(F)F)C=C1)CCC)=O (6-Methyl-3-(3-{[7-propyl-3-(trifluoromethyl)-1,2-benzisoxazol-6-yl]oxy}propyl)dihydropyrimidine-2,4(1H,3H)-dione), title compound. RXN SMILES: [CH3:1][CH:2]1[NH:7][C:6](=[O:8])[NH:5][C:4](=[O:9])[CH2:3]1.[CH2:10]([C:13]1[C:21]2[O:20][N:19]=[C:18]([C:22]([F:25])([F:24])[F:23])[C:17]=2[CH:16]=[CH:15][C:14]=1[O:26][CH2:27][CH2:28][CH2:29]Br)[CH2:11][CH3:12]>>[CH3:1][CH:2]1[NH:7][C:6](=[O:8])[N:5]([CH2:29][CH2:28][CH2:27][O:26][C:14]2[CH:15]=[CH:16][C:17]3[C:18]([C:22]([F:24])([F:25])[F:23])=[N:19][O:20][C:21]=3[C:13]=2[CH2:10][CH2:11][CH3:12])[C:4](=[O:9])[CH2:3]1. Reactants: CN(CC#C)C (1-dimethylamino-2-propyne), C1(=CC=CC=C1)P(C1=CC=CC=C1)C1=CC=CC=C1 (triphenylphosphine), FC1=CC=C(C=C1)C=1SC=C(N1)C1=CC=C(C=C1)Br (2-(4′-fluorophenyl)-4-(4′-bromophenyl)thiazole). Reagents/catalysts: [Cu]I (CuI), Cl[Pd]Cl (PdCl2). The solvent is C(C)#N (acetonitrile), C(C)NCC (diethylamine). Reaction conditions: time 15 minute. The product is FC1=CC=C(C=C1)C=1SC=C(N1)C1=CC=C(C=C1)CC#CN(C)C (2-(4′-fluorophenyl)-4-[4′-(3-dimethylamino-2-propyn-1-yl)phenyl]thiazole). As a reaction SMILES: C1(P(C2C=CC=CC=2)C2C=CC=CC=2)C=CC=CC=1.[F:20][C:21]1[CH:26]=[CH:25][C:24]([C:27]2[S:28][CH:29]=[C:30]([C:32]3[CH:37]=[CH:36][C:35](Br)=[CH:34][CH:33]=3)[N:31]=2)=[CH:23][CH:22]=1.[CH3:39][N:40]([CH3:44])[CH2:41][C:42]#[CH:43]>C(NCC)C.C(#N)C.Cl[Pd]Cl.[Cu]I>[F:20][C:21]1[CH:26]=[CH:25][C:24]([C:27]2[S:28][CH:29]=[C:30]([C:32]3[CH:37]=[CH:36][C:35]([CH2:43][C:42]#[C:41][N:40]([CH3:44])[CH3:39])=[CH:34][CH:33]=3)[N:31]=2)=[CH:23][CH:22]=1. Procedure details: In a 100 ml flask is placed triphenylphosphine (80 mg, 10%), PdCl2 (40 mg, 5%) and 2-(4′-fluorophenyl)-4-(4′-bromophenyl)thiazole (0.98 g, 2.9 mmol) in 20 mL of diethylamine. After stirring for 15 min under N2 atmosphere, CuI (30 mg, 5%) and 1-dimethylamino-2-propyne (0.27 g, 3.18 mmol) in 20 ml of acetonitrile are added to the mixture. After 18 h of heating, the solvent is evaporated under reduced pressure and the residue is filtered through silica gel pad (50 g) using CHCl3 (400 mL) and 2% MeO... Reactants: S(=O)(Cl)Cl (thionyl chloride), CNC (dimethylamine), S(=O)(Cl)Cl (Thionyl chloride), CC1=C(C(C(=C(N1)C(=O)[O-])C(=O)OCC)C1=CC(=CC=C1)[N+](=O)[O-])C(=O)OCC (3,5-diethyl 1,4-dihydro-6-methyl-4-(3-nitrophenyl)-2,3,5-pyridinetricarboxylate). Reagents/catalysts: CN(C=O)C (dimethylformamide). Solvent: C1=CC=CC=C1 (benzene), C(Cl)Cl (methylene chloride). Conditions: time 30 minute. Yields the product CN(C(=O)C=1NC(=C(C(C1C(=O)OCC)C1=CC(=CC=C1)[N+](=O)[O-])C(=O)OCC)C)C (Diethyl 2-(dimethylaminocarbonyl)-1,4-dihydro-6-methyl-4-(3-nitrophenyl)-3,5-pyridinedicarboxylate). As a reaction SMILES: S(Cl)(Cl)=[O:2].[CH3:5][C:6]1[NH:11][C:10]([C:12]([O-])=O)=[C:9]([C:15]([O:17][CH2:18][CH3:19])=[O:16])[CH:8]([C:20]2[CH:25]=[CH:24][CH:23]=[C:22]([N+:26]([O-:28])=[O:27])[CH:21]=2)[C:7]=1[C:29]([O:31][CH2:32][CH3:33])=[O:30].[CH3:34][NH:35][CH3:36]>C(Cl)Cl.CN(C)C=O.C1C=CC=CC=1>[CH3:34][N:35]([CH3:36])[C:12]([C:10]1[NH:11][C:6]([CH3:5])=[C:7]([C:29]([O:31][CH2:32][CH3:33])=[O:30])[CH:8]([C:20]2[CH:25]=[CH:24][CH:23]=[C:22]([N+:26]([O-:28])=[O:27])[CH:21]=2)[C:9]=1[C:15]([O:17][CH2:18][CH3:19])=[O:16])=[O:2]. Procedure details: Thionyl chloride (0.05 ml) was added to a solution of 3,5-diethyl 1,4-dihydro-6-methyl-4-(3-nitrophenyl)-2,3,5-pyridinetricarboxylate (0.25 g, 0.62 mmoles) in methylene chloride (10 ml) containing dimethylformamide (1 drop). After 2 hours at room temperature further thionyl chloride (0.05 ml) was added and the solution was refluxed for 30 mins. After cooling to room temperature 10% dimethylamine in benzene (1 ml) was added and the mixture stirred for 30 mins. The solvent was evaporated and the r... Reactants: C(#CCCC)C1=C(C(=O)OC)C=CC=C1 (Methyl 2-(pent-1-ynyl)benzoate), II (iodine), C([O-])(O)=O.[Na+] (sodium bicarbonate). Solvent: C(C)#N (Acetonitrile), CCOCC (Et2O). Yields the product IC1=C(OC(C2=CC=CC=C12)=O)CCC (4-Iodo-3-propyl-1H-isochromen-1-one). Isolated yield 76.0%. Reaction SMILES: [C:1]([C:6]1[CH:15]=[CH:14][CH:13]=[CH:12][C:7]=1[C:8]([O:10]C)=[O:9])#[C:2][CH2:3][CH2:4][CH3:5].[I:16]I.C(=O)(O)[O-].[Na+]>C(#N)C.CCOCC>[I:16][C:1]1[C:6]2[C:7](=[CH:12][CH:13]=[CH:14][CH:15]=2)[C:8](=[O:10])[O:9][C:2]=1[CH2:3][CH2:4][CH3:5] |f:2.3|. Procedure details: Methyl 2-(pent-1-ynyl)benzoate (intermediate C20.1, 3 g, 14.83 mmol), iodine (11.29 g, 44.5 mmol) and sodium bicarbonate (3.74 g, 44.5 mmol) were reacted in Acetonitrile (50 mL) for 20 min. at RT. The reaction mixture was diluted with Et2O and washed with 20% Na2S2O3aqueous and brine. The organic phase was then dried over Na2SO4 and concentrated under reduced pressure. The crude was dissolved in Et2O and purified over a silica pad to give the title compound (3.54 g, 76%) as a brown oil. Starting materials: C(=O)(O)[O-].[Na+] (NaHCO3), ClC1=NC=CC(=N1)C=1C(=NN2C1C=CC(=C2)F)C=2C=C(N)C=CC2 (3-[3-(2-chloro-4-pyrimidinyl)-6-fluoropyrazolo[1,5-a]pyridin-2-yl]aniline), ClC1=NC=CC(=N1)C=1C(=NN2C1C(=CC=C2)F)C=2C=C(C=CC2)NC(C(F)(F)F)=O (N-{3-[3-(2-chloro-4-pyrimidinyl)-4-fluoropyrazolo[1,5-a]pyridin-2-yl]phenyl}-2,2,2-trifluoroacetamide), FC1=C(C(=O)Cl)C(=CC=C1)F (2,6-difluorobenzoyl chloride). The solvent is C1CCOC1 (THF). Reaction conditions: time 0.5 hour. Product: ClC1=NC=CC(=N1)C=1C(=NN2C1C=CC(=C2)F)C=2C=C(C=CC2)NC(C2=C(C=CC=C2F)F)=O (N-{3-[3-(2-chloro-4-pyrimidinyl)-6-fluoropyrazolo[1,5-a]pyridin-2-yl]phenyl}-2,6-difluorobenzamide). The yield is 98.2%. Reaction SMILES: [Cl:1][C:2]1[N:7]=[C:6]([C:8]2[C:9]([C:18]3[CH:19]=[C:20]([CH:22]=[CH:23][CH:24]=3)[NH2:21])=[N:10][N:11]3[CH:16]=[C:15]([F:17])[CH:14]=[CH:13][C:12]=23)[CH:5]=[CH:4][N:3]=1.ClC1N=C(C2C(C3C=C(NC(=O)C(F)(F)F)C=CC=3)=NN3C=CC=C(F)C=23)C=CN=1.[F:55][C:56]1[CH:64]=[CH:63][CH:62]=[C:61]([F:65])[C:57]=1[C:58](Cl)=[O:59].C([O-])(O)=O.[Na+]>C1COCC1>[Cl:1][C:2]1[N:7]=[C:6]([C:8]2[C:9]([C:18]3[CH:19]=[C:20]([NH:21][C:58](=[O:59])[C:57]4[C:56]([F:55])=[CH:64][CH:63]=[CH:62][C:61]=4[F:65])[CH:22]=[CH:23][CH:24]=3)=[N:10][N:11]3[CH:16]=[C:15]([F:17])[CH:14]=[CH:13][C:12]=23)[CH:5]=[CH:4][N:3]=1 |f:3.4|. Reported procedure: To the solution of 3-[3-(2-chloro-4-pyrimidinyl)-6-fluoropyrazolo[1,5-a]pyridin-2-yl]aniline (0.31 g) (prepared from N-{3-[3-(2-chloro-4-pyrimidinyl)-4-fluoropyrazolo[1,5-a]pyridin-2-yl]phenyl}-2,2,2-trifluoroacetamide obtained Example 168, Step B using a protocol similar to that described in Example 168, Step C) in THF (10 mL) was added 2,6-difluorobenzoyl chloride (0.19 g). The reaction was kept stirring at rt for 0.5 h and worked up with sat. NaHCO3 solution (8 mL). After extraction with EtOA...